This data is from the Open Reaction Database (ORD), a public repository of structured organic reaction records. The task is: describe an organic reaction: reactants, conditions, products, and yield Reactants: ClC=1C=C(C(=O)OO)C=CC1 (metachloroperoxybenzoic acid), CC1=C(C(=O)OCC)C=CC=N1 (ethyl 2-methylnicotinate), P(=O)(Cl)(Cl)Cl (phosphorous oxychloride). Run in ClCCCl (1,2-dichloroethane), C(Cl)Cl (methylene chloride). Reaction conditions: time 3 day. Product: ClCC1=C(C(=O)OCC)C=CC=N1 (ethyl 2-chloromethylnicotinate). Yield: 11.0%. As a reaction SMILES: [CH3:1][C:2]1[N:12]=[CH:11][CH:10]=[CH:9][C:3]=1[C:4]([O:6][CH2:7][CH3:8])=[O:5].[Cl:13]C1C=C(C=CC=1)C(OO)=O.P(Cl)(Cl)(Cl)=O>C(Cl)Cl.ClCCCl>[Cl:13][CH2:1][C:2]1[N:12]=[CH:11][CH:10]=[CH:9][C:3]=1[C:4]([O:6][CH2:7][CH3:8])=[O:5]. Procedure details: A solution of 9 g of ethyl 2-methylnicotinate in 250 mL methylene chloride is stirred at room temperature and 32 g of 80% metachloroperoxybenzoic acid is added in one portion. The resulting solution is stirred for three days. The precipitated solid is filtered off, and the filtrate is washed with cold, dilute aqueous sodium hydroxide, dried, and concentrated in vacuo to afford the crude N-oxide. This material is digested in 75 mL of 1,2-dichloroethane; 15 mL of phosphorous oxychloride is added, ...